Dataset: the Open Reaction Database (ORD), a public repository of structured organic reaction records. Task: describe an organic reaction: reactants, conditions, products, and yield Run in CCOC(=O)C (EtOAc). Product: C(C=C)N1CC2C(C3=C(C=CC=C3C(C1)C2)C=O)=O (11-Allyl-8-oxo-11-aza-tricyclo[7.3.1.02,7]trideca-2,4,6-triene-6-carbaldehyde). Conditions: time 18 hour. The reactants are C(C=C)N1CC2C(C3=C(C=CC=C3C(C1)C2)CO)O (11-Allyl-6-hydroxymethyl-11-aza-tricyclo[7.3.1.02,7]trideca-2,4,6-trien-8-ol), ClCCl (dichloromethane), O.C[N+]1(CCOCC1)[O-] (N-methylmorpholine N-oxide monohydrate). Procedure: 11-Allyl-6-hydroxymethyl-11-aza-tricyclo[7.3.1.02,7]trideca-2,4,6-trien-8-ol (93 mg, 0.36 mmol) was dissolved dichloromethane (8 mL) and treated with N-methylmorpholine N-oxide monohydrate (73 mg, 0.54 mmol), powdered 4 Å molecular sieves (180 mg) and TPAP (TETRAPROPYLAMMONIUM PERRUTHENATE) 6.0 mg, 0.02 mmol). After 18 h, the mixture was stripped, dissolved in EtOAc and filtered through a silica gel pad. The organic layer was washed with H2O (2×30 mL), saturated aqueous NaCl solution (30 mL), dr... Reagents/catalysts: [Ru](=O)(=O)(=O)[O-].C(CC)[N+](CCC)(CCC)CCC (TPAP). Yield: 81.6%. RXN SMILES: [CH2:1]([N:4]1[CH2:15][CH:14]2[CH2:16][CH:6]([CH:7]([OH:19])[C:8]3[C:13]2=[CH:12][CH:11]=[CH:10][C:9]=3[CH2:17][OH:18])[CH2:5]1)[CH:2]=[CH2:3].ClCCl.O.C[N+]1([O-])CCOCC1>CCOC(C)=O.[Ru]([O-])(=O)(=O)=O.C([N+](CCC)(CCC)CCC)CC>[CH2:1]([N:4]1[CH2:15][CH:14]2[CH2:16][CH:6]([C:7](=[O:19])[C:8]3[C:13]2=[CH:12][CH:11]=[CH:10][C:9]=3[CH:17]=[O:18])[CH2:5]1)[CH:2]=[CH2:3] |f:2.3,5.6|. Reactants: [Al+3], Cc1cccc(C)c1O, [Cl-], [Cl-], [Cl-], Cl, O=C(Cl)c1ccc([N+](=O)[O-])cc1, O=[N+]([O-])c1ccccc1. Product: Cc1cc(C(=O)c2ccc([N+](=O)[O-])cc2)cc(C)c1O. Reaction SMILES: [Al+3:14].[CH3:17][c:18]1[c:19]([OH:25])[c:20]([CH3:24])[cH:21][cH:22][cH:23]1.[Cl-:13].[Cl-:15].[Cl-:16].[ClH:26].[N+:1](=[O:2])([O-:3])[c:4]1[cH:5][cH:6][c:7]([C:8](=[O:9])[Cl:10])[cH:11][cH:12]1.[O-:27][N+:28]([c:29]1[cH:30][cH:31][cH:32][cH:33][cH:34]1)=[O:35]>>[N+:1](=[O:2])([O-:3])[c:4]1[cH:5][cH:6][c:7]([C:8](=[O:9])[c:22]2[cH:21][c:20]([CH3:24])[c:19]([OH:25])[c:18]([CH3:17])[cH:23]2)[cH:11][cH:12]1. The reactants are COC1=CC=C(O1)C(=O)O (5-methoxy-furan-2-carboxylic acid), CS(=O)(=O)OC1=CC2=CC=C(C=C2C=C1)C(N)=N (6-amidino-2-naphthol methanesulfonate), C1CCC(CC1)N=C=NC2CCCCC2 (DCC). The solvent is N1=CC=CC=C1 (pyridine), ice. Reaction conditions: time 30 minute. Yields the product CS(=O)(=O)O.COC1=CC=C(O1)C(=O)OC1=CC2=CC=C(C=C2C=C1)C(N)=N (6-amidino-2-naphthyl 5-methoxy-furan-2-carboxylate methanesulfonate). RXN SMILES: [CH3:1][O:2][C:3]1[O:7][C:6]([C:8]([OH:10])=[O:9])=[CH:5][CH:4]=1.C1CCC(N=C=NC2CCCCC2)CC1.[CH3:26][S:27]([O:30][C:31]1[CH:40]=[CH:39][C:38]2[C:33](=[CH:34][CH:35]=[C:36]([C:41](=[NH:43])[NH2:42])[CH:37]=2)[CH:32]=1)(=[O:29])=[O:28]>N1C=CC=CC=1>[CH3:26][S:27]([OH:30])(=[O:29])=[O:28].[CH3:1][O:2][C:3]1[O:7][C:6]([C:8]([O:10][C:31]2[CH:40]=[CH:39][C:38]3[C:33](=[CH:34][CH:35]=[C:36]([C:41](=[NH:42])[NH2:43])[CH:37]=3)[CH:32]=2)=[O:9])=[CH:5][CH:4]=1 |f:4.5|. Reported procedure: In 10 ml of dry pyridine was dissolved 1.4 g of 5-methoxy-furan-2-carboxylic acid. To the resulting solution was added 2.5 g of DCC and the reaction mixture was stirred for 30 minutes at room temperature. To the reaction mixture was added with stirring and cooling in ice 2.8 g of 6-amidino-2-naphthol methanesulfonate. The reaction mixture was stirred overnight at room temperature. The precipitate was collected by filtration, washed with dry pyridine, added to DMF and stirred. The insolubles were... Procedure: A mixture of N-(2-hydroxyethyl)phthalimide (3.59 g, 18.75 mmol), 4-hydroxybenzotrifluoride (3.04 g, 18.75 mmol), diethyl azodicarboxylate (4.37 ml, 28.13 mmol) and triphenylphosphine (7.38 g, 28.13 mmol) in THF (50 ml) was stirred at room temperature overnight. The reaction mixture was concentrated under reduced pressure, and the residue was purified by silica gel column chromatography (n-hexane/ethyl acetate=5/1) to afford N-[2-(4-trifluoromethylphenoxy)ethyl]phthalimide (4.05 g, yield 69%) as ... The reactants are OCCN1C(C=2C(C1=O)=CC=CC2)=O (N-(2-hydroxyethyl)phthalimide), OC1=CC=C(C=C1)C(F)(F)F (4-hydroxybenzotrifluoride), N(=NC(=O)OCC)C(=O)OCC (diethyl azodicarboxylate), C1(=CC=CC=C1)P(C1=CC=CC=C1)C1=CC=CC=C1 (triphenylphosphine). Product: FC(C1=CC=C(OCCN2C(C=3C(C2=O)=CC=CC3)=O)C=C1)(F)F (N-[2-(4-trifluoromethylphenoxy)ethyl]phthalimide). Reaction conditions: time 8 hour. The yield is 64.4%. Solvent: C1CCOC1 (THF). As a reaction SMILES: [OH:1][CH2:2][CH2:3][N:4]1[C:8](=[O:9])[C:7]2=[CH:10][CH:11]=[CH:12][CH:13]=[C:6]2[C:5]1=[O:14].O[C:16]1[CH:21]=[CH:20][C:19]([C:22]([F:25])([F:24])[F:23])=[CH:18][CH:17]=1.N(C(OCC)=O)=NC(OCC)=O.C1(P(C2C=CC=CC=2)C2C=CC=CC=2)C=CC=CC=1>C1COCC1>[F:23][C:22]([F:25])([F:24])[C:19]1[CH:20]=[CH:21][C:16]([O:1][CH2:2][CH2:3][N:4]2[C:8](=[O:9])[C:7]3=[CH:10][CH:11]=[CH:12][CH:13]=[C:6]3[C:5]2=[O:14])=[CH:17][CH:18]=1. Starting materials: [Si](C)(C)(C(C)(C)C)OCC1=CC2=C(C=N1)N(C=N2)C2=CC(=C(S2)C(=O)OC)OC(C)C2=C(C=CC=C2)F (methyl 5-[6-({[tert-butyl(dimethyl)silyl]oxy}methyl)-3H-imidazo[4,5-c]pyridin-3-yl]-3-[1-(2-fluorophenyl)ethoxy]thiophene-2-carboxylate), saturated solution, N (ammonia). The solvent is CO (methanol). The product is [Si](C)(C)(C(C)(C)C)OCC1=CC2=C(C=N1)N(C=N2)C2=CC(=C(S2)C(=O)N)OC(C)C2=C(C=CC=C2)F (5-[6-({[tert-butyl(dimethyl)silyl]oxy}methyl)-3H-imidazo[4,5-c]pyridin-3-yl]-3-[1-(2-fluorophenyl)ethoxy]thiophene-2-carboxamide). As a reaction SMILES: [Si:1]([O:8][CH2:9][C:10]1[N:15]=[CH:14][C:13]2[N:16]([C:19]3[S:23][C:22]([C:24]([O:26]C)=O)=[C:21]([O:28][CH:29]([C:31]4[CH:36]=[CH:35][CH:34]=[CH:33][C:32]=4[F:37])[CH3:30])[CH:20]=3)[CH:17]=[N:18][C:12]=2[CH:11]=1)([C:4]([CH3:7])([CH3:6])[CH3:5])([CH3:3])[CH3:2].[NH3:38]>CO>[Si:1]([O:8][CH2:9][C:10]1[N:15]=[CH:14][C:13]2[N:16]([C:19]3[S:23][C:22]([C:24]([NH2:38])=[O:26])=[C:21]([O:28][CH:29]([C:31]4[CH:36]=[CH:35][CH:34]=[CH:33][C:32]=4[F:37])[CH3:30])[CH:20]=3)[CH:17]=[N:18][C:12]=2[CH:11]=1)([C:4]([CH3:5])([CH3:7])[CH3:6])([CH3:2])[CH3:3]. Procedure: In a similar manner as described for example A7, 10.1 g of methyl 5-[6-({[tert-butyl(dimethyl)silyl]oxy}methyl)-3H-imidazo[4,5-c]pyridin-3-yl]-3-[1-(2-fluorophenyl)ethoxy]thiophene-2-carboxylate and 950 ml of a saturated solution of ammonia in methanol yield the title compound.